This data is from the Open Reaction Database (ORD), a public repository of structured organic reaction records. The task is: describe an organic reaction: reactants, conditions, products, and yield RXN SMILES: [ClH:1].[NH2:2][C:3]1[C:4]2[CH:14]=[CH:13][CH:12]=[CH:11][C:5]=2[S:6][C:7]=1[N+:8]([O-])=O>C(O)C.[Pd]>[ClH:1].[NH2:8][C:7]1[S:6][C:5]2[CH:11]=[CH:12][CH:13]=[CH:14][C:4]=2[C:3]=1[NH2:2] |f:4.5|. Isolated yield 101.5%. The solvent is C(C)O (ethanol). Procedure: Fuming hydrochloric acid (1.92 ml, 24 mmol) was added to a suspension of 3-amino-2-nitrobenzo[b]thiophene (4.66 g, 24 mmol) (G. Van Zyl et al., Can. J. Chem., 44, 2283 (1966)) in 500 ml of 96% ethanol, and the mixture was hydrogenated in a Parr hydrogenation apparatus for 7 h at 40 psi and room temperature in the presence of 1 g of 5% palladium on carbon. The catalyst was filtered off under nitrogen, and the filtrate was evaporated to dryness to give 4.89 g (100%) of 2,3-diaminobenzo[b]thiophene... Reactants: Cl (hydrochloric acid), NC=1C2=C(SC1[N+](=O)[O-])C=CC=C2 (3-amino-2-nitrobenzo[b]thiophene). The reagents and catalysts are [Pd] (palladium on carbon). Yields the product Cl.NC1=C(C2=C(S1)C=CC=C2)N (2,3-diaminobenzo[b]thiophene hydrochloride). Reactants: NC1Cc2ccc(Br)cc2C1, O=C(Cl)OCc1ccccc1, ClCCl. The product is O=C(NC1Cc2ccc(Br)cc2C1)OCc1ccccc1. As a reaction SMILES: [Br:1][c:2]1[cH:3][c:4]2[c:8]([cH:9][cH:10]1)[CH2:7][CH:6]([NH2:11])[CH2:5]2.[Cl:12][C:13](=[O:14])[O:15][CH2:16][c:17]1[cH:18][cH:19][cH:20][cH:21][cH:22]1.[Cl:23][CH2:24][Cl:25]>>[Br:1][c:2]1[cH:3][c:4]2[c:8]([cH:9][cH:10]1)[CH2:7][CH:6]([NH:11][C:13](=[O:14])[O:15][CH2:16][c:17]1[cH:18][cH:19][cH:20][cH:21][cH:22]1)[CH2:5]2. Reactants: [N+](=O)([O-])C1=CC=C(OCCN2CCCC2)C=C1 (1-[2-(4-nitro-phenoxy)-ethyl]-pyrrolidine). Reagents/catalysts: [Pd] (palladium on carbon). The solvent is C(C)(=O)OCC (ethyl acetate). Reaction conditions: time 3 hour. Product: N1(CCCC1)CCOC1=CC=C(C=C1)N (4-(2-Pyrrolidin-1-yl-ethoxy)-phenylamine). Yield: 198.2%. Reaction SMILES: [N+:1]([C:4]1[CH:17]=[CH:16][C:7]([O:8][CH2:9][CH2:10][N:11]2[CH2:15][CH2:14][CH2:13][CH2:12]2)=[CH:6][CH:5]=1)([O-])=O>[Pd].C(OCC)(=O)C>[N:11]1([CH2:10][CH2:9][O:8][C:7]2[CH:6]=[CH:5][C:4]([NH2:1])=[CH:17][CH:16]=2)[CH2:15][CH2:14][CH2:13][CH2:12]1. Procedure: Two identical reactions were set up side-by-side as follows. To a mixture of 1-[2-(4-nitro-phenoxy)-ethyl]-pyrrolidine (17.61 g, 74.5 mmol) and 5% palladium on carbon (2.0 g) was added 125 mL of ethyl acetate. The reaction mixture was hydrogenated at 45 psi at room temperature for 3 hr. The mixture was filtered through diatomaceous earth under nitrogen, and the filter cake was washed with ethyl acetate and methanol. The combined filtrates from both reactions were concentrated to yield 30.46 g (9... The reactants are Cc1ccccc1, CCOCC, Nc1ncccc1OCc1c(F)cccc1Cl, S=C=Nc1ccccc1. Yields the product Fc1cccc(Cl)c1COc1cccnc1NC(=S)Nc1ccccc1. Reaction SMILES: [CH3:27][c:28]1[cH:29][cH:30][cH:31][cH:32][cH:33]1.[CH3:34][CH2:35][O:36][CH2:37][CH3:38].[NH2:1][c:2]1[n:3][cH:4][cH:5][cH:6][c:7]1[O:8][CH2:9][c:10]1[c:11]([F:17])[cH:12][cH:13][cH:14][c:15]1[Cl:16].[c:18]1([N:24]=[C:25]=[S:26])[cH:19][cH:20][cH:21][cH:22][cH:23]1>>[NH:1]([c:2]1[n:3][cH:4][cH:5][cH:6][c:7]1[O:8][CH2:9][c:10]1[c:11]([F:17])[cH:12][cH:13][cH:14][c:15]1[Cl:16])[C:25]([NH:24][c:18]1[cH:19][cH:20][cH:21][cH:22][cH:23]1)=[S:26].